This data is from the Open Reaction Database (ORD), a public repository of structured organic reaction records. The task is: describe an organic reaction: reactants, conditions, products, and yield The reactants are ClC1=C(COC=2C=CC=C3C=CC(=NC23)C)C(=CC=C1N(C)C(CNC(C=CC1=CC=C(C=C1)NC(=NC(=O)OC(C)(C)C)NC(=O)OC(C)(C)C)=O)=O)Cl (8-[2,6-dichloro-3-[N-[4-[2,3-bis(tert-butoxycarbonyl)guanidino]cinnamoylglycyl]-N-methylamino]benzyloxy]-2-methylquinoline), solution, Cl (hydrogen chloride). The yield is 31.5%. RXN SMILES: [Cl:1][C:2]1[C:20]([N:21]([C:23](=[O:54])[CH2:24][NH:25][C:26](=[O:53])[CH:27]=[CH:28][C:29]2[CH:34]=[CH:33][C:32]([NH:35][C:36]([NH:45]C(OC(C)(C)C)=O)=[N:37]C(OC(C)(C)C)=O)=[CH:31][CH:30]=2)[CH3:22])=[CH:19][CH:18]=[C:17]([Cl:55])[C:3]=1[CH2:4][O:5][C:6]1[CH:7]=[CH:8][CH:9]=[C:10]2[C:15]=1[N:14]=[C:13]([CH3:16])[CH:12]=[CH:11]2.Cl>C(OCC)(=O)C.CO>[Cl:1][C:2]1[C:20]([N:21]([C:23](=[O:54])[CH2:24][NH:25][C:26](=[O:53])[CH:27]=[CH:28][C:29]2[CH:30]=[CH:31][C:32]([NH:35][C:36]([NH2:45])=[NH:37])=[CH:33][CH:34]=2)[CH3:22])=[CH:19][CH:18]=[C:17]([Cl:55])[C:3]=1[CH2:4][O:5][C:6]1[CH:7]=[CH:8][CH:9]=[C:10]2[C:15]=1[N:14]=[C:13]([CH3:16])[CH:12]=[CH:11]2. Procedure: To a solution of 8-[2,6-dichloro-3-[N-[4-[2,3-bis(tert-butoxycarbonyl)guanidino]cinnamoylglycyl]-N-methylamino]benzyloxy]-2-methylquinoline (51 mg) in ethyl acetate and methanol was added 4N solution of hydrogen chloride in methanol (0.5 ml), and themixture was stirred for 2 days at ambient temperature. The mixture was concentrated in vacuo, and the residuewas dissolved in methaol. The solution was adjusted to pH 7 to 8 with aqueous ammonia and concentrated in vacuo. The residue was purified by ... Run in C(C)(=O)OCC (ethyl acetate), CO (methanol), CO (methanol). Product: ClC1=C(COC=2C=CC=C3C=CC(=NC23)C)C(=CC=C1N(C)C(CNC(C=CC1=CC=C(C=C1)NC(=N)N)=O)=O)Cl (8-[2,6-dichloro-3-[N-(4-guanidinocinnamoylglycyl)-N-methylamino]benzyloxy]-2-methylquinoline). Reaction conditions: time 2 day. Reactants: Cc1ccnc(Br)c1N, O=C([O-])[O-], C1CCOC1, CCOC(C)=O, [Cs+], [Cs+], O. Product: Cc1ccnc(C2CC2)c1N. As a reaction SMILES: [Br:1][c:2]1[n:3][cH:4][cH:5][c:6]([CH3:9])[c:7]1[NH2:8].[C:10](=[O:11])([O-:12])[O-:13].[CH2:16]1[CH2:17][CH2:18][CH2:19][O:20]1.[CH3:22][CH2:23][O:24][C:25]([CH3:26])=[O:27].[Cs+:14].[Cs+:15].[OH2:21]>>[c:2]1([CH:17]2[CH2:18][CH2:19]2)[n:3][cH:4][cH:5][c:6]([CH3:9])[c:7]1[NH2:8].